Task: describe an organic reaction: reactants, conditions, products, and yield. Dataset: the Open Reaction Database (ORD), a public repository of structured organic reaction records The reactants are CC1(N(Cc2ccccc2)CC(O)c2ccc(OCc3ccccc3)c([N+](=O)[O-])c2)Cc2ccccc2C1, CC(=O)OC(C)=O, CCOC(C)=O, O, c1ccncc1. The product is CC(=O)OC(CN(Cc1ccccc1)C1(C)Cc2ccccc2C1)c1ccc(OCc2ccccc2)c([N+](=O)[O-])c1. Reaction SMILES: [CH2:1]([c:2]1[cH:3][cH:4][cH:5][cH:6][cH:7]1)[N:8]([CH2:9][CH:10]([OH:11])[c:12]1[cH:13][c:14]([N+:26](=[O:27])[O-:28])[c:15]([O:18][CH2:19][c:20]2[cH:21][cH:22][cH:23][cH:24][cH:25]2)[cH:16][cH:17]1)[C:29]1([CH3:38])[CH2:30][c:31]2[cH:32][cH:33][cH:34][cH:35][c:36]2[CH2:37]1.[CH3:39][C:40](=[O:41])[O:42][C:43](=[O:44])[CH3:45].[CH3:47][CH2:48][O:49][C:50](=[O:51])[CH3:52].[OH2:46].[cH:53]1[cH:54][cH:55][n:56][cH:57][cH:58]1>>[CH2:1]([c:2]1[cH:3][cH:4][cH:5][cH:6][cH:7]1)[N:8]([CH2:9][CH:10]([O:11][C:40]([CH3:39])=[O:41])[c:12]1[cH:13][c:14]([N+:26](=[O:27])[O-:28])[c:15]([O:18][CH2:19][c:20]2[cH:21][cH:22][cH:23][cH:24][cH:25]2)[cH:16][cH:17]1)[C:29]1([CH3:38])[CH2:30][c:31]2[cH:32][cH:33][cH:34][cH:35][c:36]2[CH2:37]1. Reactants: CC(C)(C)OC(=O)Nc1nc(Br)ns1, CS(=O)(=O)c1ccc(B(O)O)cc1, [Cs+], [F-], C1COCCO1, O, [Pd]. Yields the product CC(C)(C)OC(=O)Nc1nc(-c2ccc(S(C)(=O)=O)cc2)ns1. As a reaction SMILES: [Br:1][c:2]1[n:3][s:4][c:5]([NH:7][C:8]([O:9][C:10]([CH3:11])([CH3:12])[CH3:13])=[O:14])[n:6]1.[CH3:15][S:16](=[O:17])(=[O:18])[c:19]1[cH:20][cH:21][c:22]([B:25]([OH:26])[OH:27])[cH:23][cH:24]1.[Cs+:29].[F-:28].[O:30]1[CH2:31][CH2:32][O:33][CH2:34][CH2:35]1.[OH2:37].[Pd:36]>>[c:2]1(-[c:22]2[cH:21][cH:20][c:19]([S:16]([CH3:15])(=[O:17])=[O:18])[cH:24][cH:23]2)[n:3][s:4][c:5]([NH:7][C:8]([O:9][C:10]([CH3:11])([CH3:12])[CH3:13])=[O:14])[n:6]1. Reactants: C(C)OC(=O)N=C=O (ethoxycarbonyl isocyanate), ClC1=CC=C(C=C1)NC(NC(OC)=N)=O (methyl 4-(4-chlorophenyl)allophanimidate). Run in O1CCCC1 (tetrahydrofuran). Run at time 6 hour. The product is 16, ClC1=CC=C(C=C1)NC(=O)N=C(OC)NC(NC(=O)OCC)=O (ethyl 4-[1-(4-chlorophenylcarbamoylimino)-1-(methoxy)methyl]allophanate). Reaction SMILES: [CH2:1]([O:3][C:4]([N:6]=[C:7]=[O:8])=[O:5])[CH3:2].[Cl:9][C:10]1[CH:15]=[CH:14][C:13]([NH:16][C:17](=[O:23])[NH:18][C:19](=[NH:22])[O:20][CH3:21])=[CH:12][CH:11]=1>O1CCCC1>[Cl:9][C:10]1[CH:11]=[CH:12][C:13]([NH:16][C:17]([N:18]=[C:19]([NH:22][C:7](=[O:8])[NH:6][C:4]([O:3][CH2:1][CH3:2])=[O:5])[O:20][CH3:21])=[O:23])=[CH:14][CH:15]=1. Reported procedure: 12 Parts ethoxycarbonyl isocyanate was added dropwise to 23 parts of methyl 4-(4-chlorophenyl)allophanimidate (prepared as above) in 230 parts of tetrahydrofuran at 20°C. The mixture was stirred for six hours at room temperature and then evaporated under reduced pressure. The residue was triturated with boiling 1-chlorobutane, cooled, and the solid collected by filtration affording 16 parts of ethyl 4-[1-(4-chlorophenylcarbamoylimino)-1-(methoxy)methyl]allophanate, m.p. 140.5-142°C. Starting materials: N1=C(C(=CC=C1)N)N (pyridine-2,3-diamine), C1(=CC=CC=C1)C (toluene), O=CC(=O)OCC (ethyl oxoacetate), C(C)OCC (diethyl ether). The solvent is O1CCOCC1 (dioxane). Conditions: time 1 hour. Yields the product N1C2=C(N=CC1=O)N=CC=C2 (pyrido(2,3-b)pyrazin-2(1H)-one). RXN SMILES: [N:1]1[CH:6]=[CH:5][CH:4]=[C:3]([NH2:7])[C:2]=1[NH2:8].C1(C)C=CC=CC=1.[O:16]=[CH:17][C:18](OCC)=O.C(OCC)C>O1CCOCC1>[NH:7]1[C:17](=[O:16])[CH:18]=[N:8][C:2]2[N:1]=[CH:6][CH:5]=[CH:4][C:3]1=2. Reported procedure: To a suspension of 3.8 g of pyridine-2,3-diamine in 100 mL of dioxane, 7.1 g of a 45 to 50% toluene solution of ethyl oxoacetate was added, and the mixture was stirred at room temperature for 1 hour, and then heated under reflux while stirring for 1 hour. The reaction mixture was cooled with ice bath, and diethyl ether was added thereto. The solid was filtered off to obtain 3.9 g of pyrido(2,3-b)pyrazin-2(1H)-one as a light brown solid. Reactants: [Na] (Sodium), N#CN (cyanamide), [O-]CC.[K+] (potassium ethoxide), [OH-].[NH4+] (ammonium hydroxide), C(C)NC1=NC=CC(=C1)C(C)=NO (1-(2-ethylamino-4-pyridyl)-1-ethanone oxime), C1(=CC=C(C=C1)S(=O)(=O)Cl)C (p-toluenesulfonyl chloride), [OH-].[Na+] (sodium hydroxide). Run in C(C)#N (acetonitrile), C(C)#N (acetonitrile), C(C)OCC (diethyl ether), C(C)O (ethanol). Run at time 5 minute. The product is C(C)NC1=NC=CC(=C1)C=1N=C(NC1)N (2-Ethylamino-4-(2-amino-4-imidazolyl)pyridine). Yield: 52.0%. RXN SMILES: [Na].[CH2:2]([NH:4][C:5]1[CH:10]=[C:9]([C:11](=[N:13]O)[CH3:12])[CH:8]=[CH:7][N:6]=1)[CH3:3].C1(C)C=CC(S(Cl)(=O)=O)=CC=1.[O-]CC.[K+].[N:30]#[C:31][NH2:32].[OH-].[Na+].[OH-].[NH4+]>C(#N)C.C(OCC)C.C(O)C>[CH2:2]([NH:4][C:5]1[CH:10]=[C:9]([C:11]2[N:13]=[C:31]([NH2:32])[NH:30][CH:12]=2)[CH:8]=[CH:7][N:6]=1)[CH3:3] |f:3.4,6.7,8.9,^1:0|. Reported procedure: Sodium (370 mg., 15.5 mmoles) was dissolved in 25 ml. of absolute ethanol at room temperature under a nitrogen atmosphere and to this was added 2.7 g. (15 mmoles) of 1-(2-ethylamino-4-pyridyl)-1-ethanone oxime (Example IIB). The reaction mixture was stirred until homogeneous (5 minutes), then 3.0 g. (16 mmoles) of p-toluenesulfonyl chloride was added, and the mixture was stirred at room temperature under nitrogen for one hour. The mixture was subsequently added to a solution of potassium ethoxid... Reaction SMILES: [C:1]([C:5]1[CH:13]=[CH:12][C:8]([C:9](O)=[O:10])=[CH:7][C:6]=1[O:14][CH3:15])([CH3:4])([CH3:3])[CH3:2].[H-].[H-].[H-].[H-].[Li+].[Al+3]>C1COCC1>[C:1]([C:5]1[CH:13]=[CH:12][C:8]([CH2:9][OH:10])=[CH:7][C:6]=1[O:14][CH3:15])([CH3:4])([CH3:2])[CH3:3] |f:1.2.3.4.5.6|. Run at temperature 0 celsius, time 8 hour. Yield: 100.1%. Solvent: C1CCOC1 (THF), C1CCOC1 (THF). Procedure: Preparation of 26—To a solution of 4-tert-butyl-3-methoxy-benzoic acid (3 g, 14.4 mmol, CASRN 79822-46-1) and THF (60 mL) cooled to 0° C. was added a solution of LiAlH4 in THF (29 mL, 28.8 mmol, 1M THF solution). The reaction was stirred overnight at RT then quenched by dropwise addition of aqueous THF (1.1 mL of water in 10 mL of THF) followed by 1.1 mL of 15% NaOH and then 3.3 mL of water. The reaction was stirred for 1 h then solid Na2SO4 was added and the resulting suspension stirred overnig... Product: C(C)(C)(C)C1=C(C=C(CO)C=C1)OC (4-tert-butyl-3-methoxy-benzyl alcohol). The reactants are C(C)(C)(C)C1=C(C=C(C(=O)O)C=C1)OC (4-tert-butyl-3-methoxy-benzoic acid), [H-].[H-].[H-].[H-].[Li+].[Al+3] (LiAlH4). Starting materials: CSC=1C=C2C=CN(C2=CC1)S(=O)(=O)C1=CC=CC=C1 (5-methylthio-1-benzenesulfonylindole), [Cl-].[NH4+] (ammonium chloride), CN(P(N(C)C)(N(C)C)=O)C (hexamethylphosphoric triamide), O1CCC(CC1)=O (tetrahydro-4H-pyran-4-one). Solvent: O1CCCC1 (tetrahydrofuran), C(CCC)[Li] (n-butyl lithium). Reaction conditions: temperature -78 celsius, time 30 minute. Product: OC1(CCOCC1)C=1N(C2=CC=C(C=C2C1)SC)S(=O)(=O)C1=CC=CC=C1 (2-(4-hydroxy-tetrahydro-4H-4-pyranyl)-5-methylthio-1-benzenesulfonylindole). RXN SMILES: [CH3:1][S:2][C:3]1[CH:4]=[C:5]2[C:9](=[CH:10][CH:11]=1)[N:8]([S:12]([C:15]1[CH:20]=[CH:19][CH:18]=[CH:17][CH:16]=1)(=[O:14])=[O:13])[CH:7]=[CH:6]2.CN(C)P(=O)(N(C)C)N(C)C.[O:32]1[CH2:37][CH2:36][C:35](=[O:38])[CH2:34][CH2:33]1.[Cl-].[NH4+]>O1CCCC1.C([Li])CCC>[OH:38][C:35]1([C:7]2[N:8]([S:12]([C:15]3[CH:16]=[CH:17][CH:18]=[CH:19][CH:20]=3)(=[O:13])=[O:14])[C:9]3[C:5]([CH:6]=2)=[CH:4][C:3]([S:2][CH3:1])=[CH:11][CH:10]=3)[CH2:36][CH2:37][O:32][CH2:33][CH2:34]1 |f:3.4|. Reported procedure: To a solution of 5-methylthio-1-benzenesulfonylindole (200 mg) in tetrahydrofuran (5 ml), n-butyl lithium (0.49 ml, 1.61 M) was added at −78° C. under nitrogen atmosphere and the mixture was stirred at −78° C. for 30 minutes, followed by addition of hexamethylphosphoric triamide (0.23 ml), and the mixture was stirred for 15 minutes. Subsequently, tetrahydro-4H-pyran-4-one (0.12 ml) was added thereto and the mixture was stirred at −78° C. for 15 minutes and heated to 15 to 30° C. The reaction sol...